From a dataset of the Open Reaction Database (ORD), a public repository of structured organic reaction records. describe an organic reaction: reactants, conditions, products, and yield The reactants are I(=O)(=O)(=O)[O-].[Na+] (sodium periodate), CN(N=C(C)CC(C(C)OC1=CC=C(C=C1)OC1=NC=C(C=C1Cl)C(F)(F)F)O)C (4-hydroxy-5-[4-(3-chloro-5-trifluoromethyl-2-pyridyloxy)phenoxy]-2-hexanone N,N-dimethylhydrazone). The solvent is O (water), CO (methanol), P(=O)([O-])([O-])[O-] (phosphate). The product is OC(CC(C)=O)C(C)OC1=CC=C(C=C1)OC1=NC=C(C=C1Cl)C(F)(F)F (4-hydroxy-5-[4-(3-chloro-5-trifluoromethyl-2-pyridyloxy)phenoxy]-2-hexanone). RXN SMILES: CN(C)N=[C:4]([CH2:6][CH:7]([OH:29])[CH:8]([O:10][C:11]1[CH:16]=[CH:15][C:14]([O:17][C:18]2[C:23]([Cl:24])=[CH:22][C:21]([C:25]([F:28])([F:27])[F:26])=[CH:20][N:19]=2)=[CH:13][CH:12]=1)[CH3:9])[CH3:5].I([O-])(=O)(=O)=[O:32].[Na+]>CO.P([O-])([O-])([O-])=O.O>[OH:29][CH:7]([CH:8]([O:10][C:11]1[CH:16]=[CH:15][C:14]([O:17][C:18]2[C:23]([Cl:24])=[CH:22][C:21]([C:25]([F:28])([F:27])[F:26])=[CH:20][N:19]=2)=[CH:13][CH:12]=1)[CH3:9])[CH2:6][C:4](=[O:32])[CH3:5] |f:1.2|. Procedure: The above hexanone hydrazone (1 mmol) is dissolved in 10 ml of methanol with 2 ml of 2M pH 7 phosphate buffer, and a solution of sodium periodate (2.2 mmol) in 2 ml of water is added, with stirring. The mixture is stirred for 3 hours, after which the solvent is removed and the residue is extracted with chloroform. The extract is washed with water and dried and the solvent is removed to give 4-hydroxy-5-[4-(3-chloro-5-trifluoromethyl-2-pyridyloxy)phenoxy]-2-hexanone (C'; Q1 is N, Y is chloro, Z i... Reactants: O=Cc1ccc(Br)cc1Cl, CC(C)(C)S(N)=O, ClCCl, [Cu+2], O=S(=O)([O-])[O-]. The product is CC(C)(C)S(=O)N=Cc1ccc(Br)cc1Cl. As a reaction SMILES: [Br:1][c:2]1[cH:3][c:4]([Cl:10])[c:5]([CH:6]=[O:7])[cH:8][cH:9]1.[CH3:11][C:12]([CH3:13])([CH3:14])[S:15](=[O:16])[NH2:17].[Cl:18][CH2:19][Cl:20].[Cu+2:21].[O-:22][S:23](=[O:24])(=[O:25])[O-:26]>>[Br:1][c:2]1[cH:3][c:4]([Cl:10])[c:5]([CH:6]=[N:17][S:15]([C:12]([CH3:11])([CH3:13])[CH3:14])=[O:16])[cH:8][cH:9]1.